describe an organic reaction: reactants, conditions, products, and yield From a dataset of the Open Reaction Database (ORD), a public repository of structured organic reaction records. The reactants are Cl (hydrochloric acid), N (ammonia), C(C)N(CCCN1N=C(C2=CC=CC=C12)N)CC (1-(3-diethylaminopropyl)-3-aminoindazole), ice, [N+](=O)(O)[O-] (nitric acid). The reagents and catalysts are [Fe] (iron). Solvent: C(Cl)(Cl)Cl (chloroform), O (water), S(O)(O)(=O)=O (sulfuric acid), O (water), S(O)(O)(=O)=O (sulfuric acid). Conditions: time 2 hour. Yields the product C(C)N(CCCN1N=C(C2=CC(=CC=C12)N)N)CC (1-(3-diethylaminopropyl)-3,5-diaminoindazole). The yield is 41.0%. Reaction SMILES: [CH2:1]([N:3]([CH2:17][CH3:18])[CH2:4][CH2:5][CH2:6][N:7]1[C:15]2[C:10](=[CH:11][CH:12]=[CH:13][CH:14]=2)[C:9]([NH2:16])=[N:8]1)[CH3:2].[N+:19]([O-])(O)=O.N.Cl>S(=O)(=O)(O)O.[Fe].C(Cl)(Cl)Cl.O>[CH2:17]([N:3]([CH2:1][CH3:2])[CH2:4][CH2:5][CH2:6][N:7]1[C:15]2[C:10](=[CH:11][C:12]([NH2:19])=[CH:13][CH:14]=2)[C:9]([NH2:16])=[N:8]1)[CH3:18]. Procedure: In 2.58 ml of sulfuric acid was dissolved 1.5 g of 1-(3-diethylaminopropyl)-3-aminoindazole, and to the solution were added dropwise 0.41 ml of nitric acid (d-1.42) and 0.41 ml of sulfuric acid (sp.gr. 1.84) under cooling with ice. The solution was stirred for 2 hours at 5°-10° C. and then added to 12.1 ml of ice and water. The pH of the solution was adjusted to at least 11 with aqueous ammonia solution and the solution was extracted with chloroform. The chloroform layer was dried with anhydrous... The reactants are N1(CCOCC1)C=1C2=C(N=C(N1)[Sn](CCCC)(CCCC)CCCC)C=C(S2)CN2CCN(CC2)C(C(=O)N)(C)C (2-[4-(4-morpholin-4-yl-2-(tributylstannanyl)thieno[3,2-d]pyrimidin-6-yl methyl)piperazin-1-yl]isobutyramide), BrC1=CC=CC=2N1C=C(N2)C (5-bromo-2-methyl-imidazo[1,2-a]pyridine). Reagents/catalysts: C=1C=CC(=CC1)[P](C=2C=CC=CC2)(C=3C=CC=CC3)[Pd]([P](C=4C=CC=CC4)(C=5C=CC=CC5)C=6C=CC=CC6)([P](C=7C=CC=CC7)(C=8C=CC=CC8)C=9C=CC=CC9)[P](C=1C=CC=CC1)(C=1C=CC=CC1)C=1C=CC=CC1 (Pd(PPh3)4), S1C(=CC=C1)C(=O)[O-].[Cu+] (copper(I) thiophene-2-carboxylate). The solvent is O1CCOCC1 (dioxane). Run at temperature 150 celsius. Yields the product CC(C(=O)N)(C)N1CCN(CC1)CC1=CC=2N=C(N=C(C2S1)N1CCOCC1)C1=CC=CC=2N1C=C(N2)C (2-methyl-2-(4-((2-(2-methylimidazo[1,2-a]pyridin-5-yl)-4-morpholinothieno[3,2-d]pyrimidin-6-yl)methyl)piperazin-1-yl)propanamide). The yield is 49.0%. RXN SMILES: [N:1]1([C:7]2[C:8]3[S:28][C:27]([CH2:29][N:30]4[CH2:35][CH2:34][N:33]([C:36]([CH3:41])([CH3:40])[C:37]([NH2:39])=[O:38])[CH2:32][CH2:31]4)=[CH:26][C:9]=3[N:10]=[C:11]([Sn](CCCC)(CCCC)CCCC)[N:12]=2)[CH2:6][CH2:5][O:4][CH2:3][CH2:2]1.Br[C:43]1[N:48]2[CH:49]=[C:50]([CH3:52])[N:51]=[C:47]2[CH:46]=[CH:45][CH:44]=1>O1CCOCC1.C1C=CC([P]([Pd]([P](C2C=CC=CC=2)(C2C=CC=CC=2)C2C=CC=CC=2)([P](C2C=CC=CC=2)(C2C=CC=CC=2)C2C=CC=CC=2)[P](C2C=CC=CC=2)(C2C=CC=CC=2)C2C=CC=CC=2)(C2C=CC=CC=2)C2C=CC=CC=2)=CC=1.S1C=CC=C1C([O-])=O.[Cu+]>[CH3:41][C:36]([N:33]1[CH2:34][CH2:35][N:30]([CH2:29][C:27]2[S:28][C:8]3[C:7]([N:1]4[CH2:2][CH2:3][O:4][CH2:5][CH2:6]4)=[N:12][C:11]([C:43]4[N:48]5[CH:49]=[C:50]([CH3:52])[N:51]=[C:47]5[CH:46]=[CH:45][CH:44]=4)=[N:10][C:9]=3[CH:26]=2)[CH2:31][CH2:32]1)([CH3:40])[C:37]([NH2:39])=[O:38] |f:4.5,^1:62,64,83,102|. Procedure: A mixture of 2-[4-(4-morpholin-4-yl-2-(tributylstannanyl)thieno[3,2-d]pyrimidin-6-yl methyl)piperazin-1-yl]isobutyramide (150 mg, 0.21 mmol), 5-bromo-2-methyl-imidazo[1,2-a]pyridine (55 mg, 0.26 mmol), Pd(PPh3)4 (24 mg, 0.02 mmol) and copper(I) thiophene-2-carboxylate (8 mg, 0.04 mmol) in dioxane (2 mL) was purged with argon gas then heated at 150° C., for 20 min, in a microwave reactor. The reaction mixture was loaded onto an Isolute® SCX-2 cartridge (10 g). The cartridge was washed with MeOH t... Starting materials: CC(C)(C)[O-], COc1ccc(CCl)cc1, [K+], CN(C)C=O, O=c1cc(CO)occ1O. The product is COc1ccc(COc2coc(CO)cc2=O)cc1. RXN SMILES: [CH3:11][C:12]([CH3:13])([O-:14])[CH3:15].[CH3:17][O:18][c:19]1[cH:20][cH:21][c:22]([CH2:23][Cl:24])[cH:25][cH:26]1.[K+:16].[O:27]=[CH:28][N:29]([CH3:30])[CH3:31].[OH:1][CH2:2][c:3]1[cH:4][c:5](=[O:6])[c:7]([OH:8])[cH:9][o:10]1>>[OH:1][CH2:2][c:3]1[cH:4][c:5](=[O:6])[c:7]([O:8][CH2:23][c:22]2[cH:21][cH:20][c:19]([O:18][CH3:17])[cH:26][cH:25]2)[cH:9][o:10]1. Starting materials: O=C(Cl)c1ccccc1, Cc1nc(-c2c[nH]c(=O)[nH]c2=O)sc1C, O, c1ccncc1. The product is Cc1nc(-c2c[nH]c(=O)n(C(=O)c3ccccc3)c2=O)sc1C. Reaction SMILES: [C:16]([c:17]1[cH:18][cH:19][cH:20][cH:21][cH:22]1)(=[O:23])[Cl:24].[CH3:1][c:2]1[n:3][c:4](-[c:8]2[c:9](=[O:15])[nH:10][c:11](=[O:14])[nH:12][cH:13]2)[s:5][c:6]1[CH3:7].[OH2:25].[cH:26]1[cH:27][cH:28][n:29][cH:30][cH:31]1>>[CH3:1][c:2]1[n:3][c:4](-[c:8]2[c:9](=[O:15])[n:10]([C:16]([c:17]3[cH:18][cH:19][cH:20][cH:21][cH:22]3)=[O:23])[c:11](=[O:14])[nH:12][cH:13]2)[s:5][c:6]1[CH3:7]. Reactants: C=C(CN1CCOCC1)C(=O)OC, ClCCl, COCN(Cc1ccccc1)C[Si](C)(C)C, O=C(O)C(F)(F)F. Yields the product COC(=O)C1(CN2CCOCC2)CCN(Cc2ccccc2)C1. As a reaction SMILES: [CH3:1][O:2][C:3]([C:4](=[CH2:5])[CH2:6][N:7]1[CH2:8][CH2:9][O:10][CH2:11][CH2:12]1)=[O:13].[Cl:37][CH2:38][Cl:39].[O:14]([CH2:16][N:17]([CH2:18][Si:15]([CH3:19])([CH3:20])[CH3:21])[CH2:23][c:24]1[cH:25][cH:26][cH:27][cH:28][cH:29]1)[CH3:22].[OH:30][C:31]([C:32]([F:33])([F:34])[F:35])=[O:36]>>[CH3:1][O:2][C:3]([C:4]1([CH2:6][N:7]2[CH2:8][CH2:9][O:10][CH2:11][CH2:12]2)[CH2:5][CH2:16][N:17]([CH2:23][c:24]2[cH:25][cH:26][cH:27][cH:28][cH:29]2)[CH2:18]1)=[O:13].